The task is: describe an organic reaction: reactants, conditions, products, and yield. This data is from the Open Reaction Database (ORD), a public repository of structured organic reaction records. The reactants are CCC(N)CC, COC(=O)c1c(Cl)cc(C)nc1Oc1c(C)cc(Br)cc1C, CS(C)=O. The product is CCC(CC)Nc1cc(C)nc(Oc2c(C)cc(Br)cc2C)c1C(=O)OC. As a reaction SMILES: [CH2:23]([CH3:24])[CH:25]([CH2:26][CH3:27])[NH2:28].[CH3:1][O:2][C:3]([c:4]1[c:5]([O:12][c:13]2[c:14]([CH3:21])[cH:15][c:16]([Br:20])[cH:17][c:18]2[CH3:19])[n:6][c:7]([CH3:11])[cH:8][c:9]1[Cl:10])=[O:22].[CH3:29][S:30]([CH3:31])=[O:32]>>[CH3:1][O:2][C:3]([c:4]1[c:5]([O:12][c:13]2[c:14]([CH3:21])[cH:15][c:16]([Br:20])[cH:17][c:18]2[CH3:19])[n:6][c:7]([CH3:11])[cH:8][c:9]1[NH:28][CH:25]([CH2:23][CH3:24])[CH2:26][CH3:27])=[O:22].